Dataset: the Open Reaction Database (ORD), a public repository of structured organic reaction records. Task: describe an organic reaction: reactants, conditions, products, and yield Starting materials: CC(C)(C)OC(=O)NC(CCCI)C(=O)OC(C)(C)C, CN(C)C=O, [H-], [Na+], C1COCCOCCOCCOCCOCCO1, O=C1NC(=O)c2ccccc21. Yields the product CC(C)(C)OC(=O)NC(CCCN1C(=O)c2ccccc2C1=O)C(=O)OC(C)(C)C. Reaction SMILES: [C:32]([CH3:33])([CH3:34])([CH3:35])[O:36][C:37]([CH:38]([CH2:39][CH2:40][CH2:41][I:42])[NH:43][C:44](=[O:45])[O:46][C:47]([CH3:48])([CH3:49])[CH3:50])=[O:51].[CH3:52][N:53]([CH3:54])[CH:55]=[O:56].[H-:1].[Na+:2].[O:14]1[CH2:15][CH2:16][O:17][CH2:18][CH2:19][O:20][CH2:21][CH2:22][O:23][CH2:24][CH2:25][O:26][CH2:27][CH2:28][O:29][CH2:30][CH2:31]1.[O:3]=[C:4]1[NH:5][C:6](=[O:7])[c:8]2[cH:9][cH:10][cH:11][cH:12][c:13]21>>[O:3]=[C:4]1[N:5]([CH2:41][CH2:40][CH2:39][CH:38]([C:37]([O:36][C:32]([CH3:33])([CH3:34])[CH3:35])=[O:51])[NH:43][C:44](=[O:45])[O:46][C:47]([CH3:48])([CH3:49])[CH3:50])[C:6](=[O:7])[c:8]2[cH:9][cH:10][cH:11][cH:12][c:13]21. Starting materials: CO (MeOH), O (water), [Li+].[OH-] (LiOH), FC1=CC2=C(N=C(S2)NC2=CC=C(C=C2)C2=CC(=C(C=C2)C(=O)N[C@@H](C(C)C)C(=O)OCCCC)OC)C=C1 (Butyl N-({4′-[(6-fluoro-1,3-benzothiazol-2-yl)amino]-3-methoxybiphenyl-4-yl}carbonyl)-L-valinate). Solvent: C1CCOC1 (THF). Reaction conditions: temperature 50 celsius. Product: FC1=CC2=C(N=C(S2)NC2=CC=C(C=C2)C2=CC(=C(C=C2)C(=O)N[C@@H](C(C)C)C(=O)O)OC)C=C1 (N-({4′-[(6-fluoro-1,3-benzothiazol-2-yl)amino]-3-methoxybiphenyl-4-yl}carbonyl)-L-valine). Isolated yield 128.3%. Reaction SMILES: [F:1][C:2]1[CH:39]=[CH:38][C:5]2[N:6]=[C:7]([NH:9][C:10]3[CH:15]=[CH:14][C:13]([C:16]4[CH:21]=[CH:20][C:19]([C:22]([NH:24][C@H:25]([C:29]([O:31]CCCC)=[O:30])[CH:26]([CH3:28])[CH3:27])=[O:23])=[C:18]([O:36][CH3:37])[CH:17]=4)=[CH:12][CH:11]=3)[S:8][C:4]=2[CH:3]=1.CO.O.[Li+].[OH-]>C1COCC1>[F:1][C:2]1[CH:39]=[CH:38][C:5]2[N:6]=[C:7]([NH:9][C:10]3[CH:11]=[CH:12][C:13]([C:16]4[CH:21]=[CH:20][C:19]([C:22]([NH:24][C@H:25]([C:29]([OH:31])=[O:30])[CH:26]([CH3:28])[CH3:27])=[O:23])=[C:18]([O:36][CH3:37])[CH:17]=4)=[CH:14][CH:15]=3)[S:8][C:4]=2[CH:3]=1 |f:3.4|. Procedure details: Butyl N-({4′-[(6-fluoro-1,3-benzothiazol-2-yl)amino]-3-methoxybiphenyl-4-yl}carbonyl)-L-valinate (0.02 g, 0.03 mmol) was suspended in THF (1 mL), MeOH (1 mL) and water (0.5 mL), and then LiOH (0.01 g, 0.35 mmol) was added. The reaction mixture was heated at 50° C. for 3 h. Upon cooling to rt, the reaction mixture was concentrated under reduced pressure and acidified with 2N HCl. The resulting solid was collected by filtration and purified by HPLC (15-80% CH3CN in H2O/0.1% TFA gradient), yielding... Starting materials: C(C1=CC=CC=C1)OC=1C=CC(=NC1)CCl (5-benzyloxy-2-chloromethyl-pyridine), O (Water), O (water), [C-]#N.[Na+] (sodium cyanide). Solvent: C(C)O (ethanol). Reaction conditions: time 25 minute. The product is C(C1=CC=CC=C1)OC=1C=CC(=NC1)CC#N ((5-Benzyloxy-pyridin-2-yl)-acetonitrile). Isolated yield 86.6%. As a reaction SMILES: [CH2:1]([O:8][C:9]1[CH:10]=[CH:11][C:12]([CH2:15]Cl)=[N:13][CH:14]=1)[C:2]1[CH:7]=[CH:6][CH:5]=[CH:4][CH:3]=1.O.[C-:18]#[N:19].[Na+]>C(O)C>[CH2:1]([O:8][C:9]1[CH:10]=[CH:11][C:12]([CH2:15][C:18]#[N:19])=[N:13][CH:14]=1)[C:2]1[CH:7]=[CH:6][CH:5]=[CH:4][CH:3]=1 |f:2.3|. Reported procedure: To a solution of 5-benzyloxy-2-chloromethyl-pyridine (2.13 g, 9.11 mmol) described in Manufacturing Example 127-1-3 in ethanol (30 mL) and water (10 mL) was added sodium cyanide (580 mg, 11.8 mmol), which was stirred for 4 hours and 25 minutes under reflux. Water was added to the reaction mixture at room temperature, which was extracted with ethyl acetate. The organic layer was separated, dried over anhydrous magnesium sulfate, and filtered. The filtrate was concentrated under a reduced pressure... Reactants: [H-].[H-].[H-].[H-].[Li+].[Al+3] (LiAlH4), [NH4+].[Cl-] (NH4Cl), [OH-].[K+] (potassium hydroxide), NC=1C2=CC=CC=C2N=C2CCCC(C12)=O (9-amino-3,4-dihydroacridin-1(2H)-one), [H-].[H-].[H-].[H-].[Li+].[Al+3] (LiAlH4). The solvent is CCOCC (ether), O1CCCC1 (tetrahydrofuran). Run at temperature -5 celsius, time 2 hour. Product: NC=1C2=CC=CC=C2N=C2CCCC(C12)O (9-Amino-1,2,3,4-tetrahydroacridin-1-ol). Isolated yield 82.2%. Reaction SMILES: [NH2:1][C:2]1[C:3]2[C:8]([N:9]=[C:10]3[C:15]=1[C:14](=[O:16])[CH2:13][CH2:12][CH2:11]3)=[CH:7][CH:6]=[CH:5][CH:4]=2.[H-].[H-].[H-].[H-].[Li+].[Al+3].[NH4+].[Cl-].[OH-].[K+]>O1CCCC1.CCOCC>[NH2:1][C:2]1[C:3]2[C:8]([N:9]=[C:10]3[C:15]=1[CH:14]([OH:16])[CH2:13][CH2:12][CH2:11]3)=[CH:7][CH:6]=[CH:5][CH:4]=2 |f:1.2.3.4.5.6,7.8,9.10|. Reported procedure: In 100 ml of dry tetrahydrofuran was added 5.00 g of 9-amino-3,4-dihydroacridin-1(2H)-one. The mechanically stirred suspension was cooled to -5° C. and 21.4 ml (1.0 eq) of 1.1M LiAlH4 solution in ether was added dropwise. After completion of the addition, the reaction mixture was stirred further for 2 hours, whereupon the reaction appeared complete based on thin layer chromatography analysis. The LiAlH4 was neutralized with 2 ml of saturated NH4Cl and the salts were dissolved with 30% potassium ... Starting materials: [Li+].C[Si](C)(C)[N-][Si](C)(C)C (LHMDS), CC1=NC(=NC(=C1CC(=O)OC)C1=CC=C(C=C1)C)N1CCCCC1 (methyl 2-(4-methyl-2-(piperidin-1-yl)-6-p-tolylpyrimidin-5-yl)acetate), ICCC (iodopropane). Run in CN(C)C=O (DMF). Reaction conditions: temperature -15 celsius, time 15 minute. Product: CC1=NC(=NC(=C1C(C(=O)OC)CCC)C1=CC=C(C=C1)C)N1CCCCC1 (Methyl 2-(4-methyl-2-(piperidin-1-yl)-6-p-tolylpyrimidin-5-yl)pentanoate). Yield: 35.1%. As a reaction SMILES: [CH3:1][C:2]1[C:7]([CH2:8][C:9]([O:11][CH3:12])=[O:10])=[C:6]([C:13]2[CH:18]=[CH:17][C:16]([CH3:19])=[CH:15][CH:14]=2)[N:5]=[C:4]([N:20]2[CH2:25][CH2:24][CH2:23][CH2:22][CH2:21]2)[N:3]=1.[Li+].C[Si]([N-][Si](C)(C)C)(C)C.I[CH2:37][CH2:38][CH3:39]>CN(C=O)C>[CH3:1][C:2]1[C:7]([CH:8]([CH2:37][CH2:38][CH3:39])[C:9]([O:11][CH3:12])=[O:10])=[C:6]([C:13]2[CH:18]=[CH:17][C:16]([CH3:19])=[CH:15][CH:14]=2)[N:5]=[C:4]([N:20]2[CH2:21][CH2:22][CH2:23][CH2:24][CH2:25]2)[N:3]=1 |f:1.2|. Reported procedure: A solution of methyl 2-(4-methyl-2-(piperidin-1-yl)-6-p-tolylpyrimidin-5-yl)acetate (160 mg; 0.471 mmol) in dry DMF (2.5 mL) was cooled to −15° C. LHMDS (0.519 mL; 0.519 mmol; 1M in THF) was added dropwise and the mixture was stirred at −15° C. for 15 min followed by the dropwise addition of iodopropane (0.069 mL; 0.707 mmol), after stirring for 2 h at −15° C. the mixture was allowed to warm up to room temperature. After 1 h the reaction was quenched by adding a saturated solution of ammonium ch... Starting materials: C(C1=CC=CC=C1)N1C(N(C[C@@H]1C(=O)O)C)=O ((R)-3-Benzyl-1-methyl-2-oxo-imidazolidine-4-carboxylic acid), O=[N-] (ketoamide), NC(C(C(=O)N)O)CC1=CC=CC=C1 (3-amino-2-hydroxy-4-phenylbutanamide), O[NH-] (hydroxyamide). Yields the product NC(C(C(CC1=CC=CC=C1)NC(=O)[C@@H]1N(C(N(C1)C)=O)CC1=CC=CC=C1)=O)=O ((4R)—N-(4-Amino-3,4-dioxo-1-phenylbutan-2-yl)-3-benzyl-1-methyl-2-oxoimidazolidine-4-carboxamide). Reaction SMILES: [CH2:1]([N:8]1[C@@H:12]([C:13]([OH:15])=O)[CH2:11][N:10]([CH3:16])[C:9]1=[O:17])[C:2]1[CH:7]=[CH:6][CH:5]=[CH:4][CH:3]=1.[NH2:18][CH:19]([CH2:25][C:26]1[CH:31]=[CH:30][CH:29]=[CH:28][CH:27]=1)[CH:20]([OH:24])[C:21]([NH2:23])=[O:22].O[NH-].O=[N-]>>[NH2:23][C:21](=[O:22])[C:20](=[O:24])[CH:19]([NH:18][C:13]([C@H:12]1[CH2:11][N:10]([CH3:16])[C:9](=[O:17])[N:8]1[CH2:1][C:2]1[CH:3]=[CH:4][CH:5]=[CH:6][CH:7]=1)=[O:15])[CH2:25][C:26]1[CH:27]=[CH:28][CH:29]=[CH:30][CH:31]=1. Reported procedure: Coupling of (R)-3-Benzyl-1-methyl-2-oxo-imidazolidine-4-carboxylic acid with 3-amino-2-hydroxy-4-phenylbutanamide and oxidation of the resulting hydroxyamide intermediate to the corresponding ketoamide. Reactants: P(=O)(O)(O)CN(CC(=O)O)CC(=O)O (N-(phosphonomethyl) iminodiacetic acid), O=O (oxygen), O=O (oxygen). The reagents and catalysts are [Pd] (palladium on carbon). The solvent is O (water). Conditions: time 3 hour. Yields the product P(=O)(O)(O)CNCC(=O)O (N-phosphonomethyl glycine). Yield: 97.0%. RXN SMILES: [P:1]([CH2:5][N:6](CC(O)=O)[CH2:7][C:8]([OH:10])=[O:9])([OH:4])([OH:3])=[O:2].O=O>[Pd].O>[P:1]([CH2:5][NH:6][CH2:7][C:8]([OH:10])=[O:9])([OH:4])([OH:3])=[O:2]. Procedure: A mixture of 10 g. of N-(phosphonomethyl) iminodiacetic acid, 170 mls. of water and 0.6 g. of commercial 5% palladium on carbon catalyst was placed in a pressure vessel and oxygen admitted to a pressure of 30 pounds per square inch. The mixture was continuously shaken at this pressure for 3 hours while maintaining the temperature at 90°-100°C. After cooling to room temperature, excess oxygen was vented, the catalyst removed by filtration and the filtrate concentrated to dryness at reduced pressu... Starting materials: [OH-].[Na+] (sodium hydroxide), ( 0.015 ), CC1([C@@H](N2[C@H](S1)[C@@H](C2=O)NC(=O)[C@@H](C3=CC=C(C=C3)O)N)C(=O)O)C.O.O.O (amoxicillin trihydrate), CC1([C@@H](N2[C@H](S1)[C@@H](C2=O)NC(=O)[C@@H](C=3C=CC(=CC3)O)N)C(=O)O)C (amoxicillin), O1C(CCC1)O (tetrahydro-2-furanol). Solvent: O (water). Conditions: temperature 25 celsius, time 2 minute. Yields the product [Na+].O1C(CCC1)NC(C(=O)NC1C2SC(C(N2C1=O)C(=O)[O-])(C)C)C1=CC=C(C=C1)O (6-{[2-tetrahydrofuranylamino(4-hydroxyphenyl)acetyl]amino}-3,3-dimethyl-7-oxo-4-thia-1-azabicyclo[3.2.0]heptane-2-carboxylic acid sodium salt). Reaction SMILES: [CH3:1][C:2]1([CH3:25])[S:6][C@@H:5]2[C@H:7]([NH:10][C:11]([C@H:13]([NH2:21])[C:14]3[CH:19]=[CH:18][C:17]([OH:20])=[CH:16][CH:15]=3)=[O:12])[C:8](=[O:9])[N:4]2[C@H:3]1[C:22]([OH:24])=[O:23].O.O.O.C[C:30]1([CH3:53])S[C@@H]2[C@H](NC([C@H](N)C3C=CC(O)=CC=3)=O)C(=O)N2[C@H:31]1[C:50](O)=[O:51].O1CCCC1O.[OH-].[Na+:61]>O>[Na+:61].[O:51]1[CH2:50][CH2:31][CH2:30][CH:53]1[NH:21][CH:13]([C:14]1[CH:19]=[CH:18][C:17]([OH:20])=[CH:16][CH:15]=1)[C:11]([NH:10][CH:7]1[C:8](=[O:9])[N:4]2[CH:5]1[S:6][C:2]([CH3:25])([CH3:1])[CH:3]2[C:22]([O-:24])=[O:23])=[O:12] |f:0.1.2.3,6.7,9.10|. Reported procedure: To a stirred suspension of 6.28 g (0.015) mol) of amoxicillin trihydrate in 150 ml of distilled water was added in one portion 15 ml of 1 N aqueous sodium hydroxide solution. The amoxicillin quickly dissolved and after two minutes 2.25 g (0.025 mol) of tetrahydro-2-furanol was added. After stirring at 25° C. for two minutes the solution was quickly frozen by means of a dry ice-acetone bath and then lyophilized for 22 hr. The resulting product {2S-[2α, 5α, 6β(S*)]}-6-{[2-tetrahydrofuranylamino(4-... Reactants: ClC1=C(C(=O)Cl)C=CC(=C1)C (2-chloro-4-methylbenzoyl chloride), [Cl-].[Al+3].[Cl-].[Cl-] (aluminum chloride). Run in ClC1=CC=CC=C1 (chlorobenzene). Run at temperature 80 celsius, time 15 hour. Product: ClC1=CC=C(C(=O)C2=C(C=C(C=C2)C)Cl)C=C1 (4-(4-chlorobenzoyl)-3-chlorotoluene). Yield: 152.8%. As a reaction SMILES: [Cl:1][C:2]1[CH:10]=[C:9]([CH3:11])[CH:8]=[CH:7][C:3]=1[C:4](Cl)=[O:5].[Cl-:12].[Al+3].[Cl-].[Cl-]>ClC1C=CC=CC=1>[Cl:12][C:2]1[CH:10]=[CH:9][C:8]([C:4]([C:3]2[CH:7]=[CH:8][C:9]([CH3:11])=[CH:10][C:2]=2[Cl:1])=[O:5])=[CH:7][CH:3]=1 |f:1.2.3.4|. Procedure details: A stirred 80° C. solution of 2-chloro-4-methylbenzoyl chloride (6.6 g, 39 mmol) in chlorobenzene (10 ml) was treated with aluminum chloride (5.14 g, 38.5 mmol) in portions over 15 minutes. The mixture was stirred 15 hours at 80° C., cooled, quenched by addition of ice and concentrated hydrochloric acid (5 ml), and extracted three times with diethyl ether. The combined extracts were washed with water and saturated aqueous sodium bicarbonate, dried over anhydrous magnesium sulfate, and evaporated ...